This data is from the Open Reaction Database (ORD), a public repository of structured organic reaction records. The task is: describe an organic reaction: reactants, conditions, products, and yield Reactants: CS(C)=O, CCOC(C)=O, ClCCCOCCc1ccc2sccc2c1, Cl, Cl, OC1CNC1, [Na+], [OH-], O. The product is OC1CN(CCCOCCc2ccc3sccc3c2)C1. RXN SMILES: [CH3:26][S:27](=[O:28])[CH3:29].[CH3:30][CH2:31][O:32][C:33](=[O:34])[CH3:35].[Cl:1][CH2:2][CH2:3][CH2:4][O:5][CH2:6][CH2:7][c:8]1[cH:9][cH:10][c:11]2[c:12]([cH:13][cH:14][s:15]2)[cH:16]1.[ClH:17].[ClH:25].[NH:18]1[CH2:19][CH:20]([OH:22])[CH2:21]1.[Na+:24].[OH-:23].[OH2:36]>>[CH2:2]([CH2:3][CH2:4][O:5][CH2:6][CH2:7][c:8]1[cH:9][cH:10][c:11]2[c:12]([cH:13][cH:14][s:15]2)[cH:16]1)[N:18]1[CH2:19][CH:20]([OH:22])[CH2:21]1.